This data is from the Open Reaction Database (ORD), a public repository of structured organic reaction records. The task is: describe an organic reaction: reactants, conditions, products, and yield Starting materials: C(C)(C)(C)OC(N(CCNC(C(F)(F)F)=O)C)=O (methyl-[2-(2,2,2-trifluoro-acetylamino)-ethyl]-carbamic acid tert-butyl ester), [OH-].[Li+] (lithium hydroxide). Solvent: CO (methanol). Run at time 8 hour. The product is C(C)(C)(C)OC(N(C)CCN)=O ((2-amino-ethyl)-methyl-carbamic acid tert-butyl ester). Isolated yield 17.9%. As a reaction SMILES: [C:1]([O:5][C:6](=[O:18])[N:7]([CH3:17])[CH2:8][CH2:9][NH:10]C(=O)C(F)(F)F)([CH3:4])([CH3:3])[CH3:2].[OH-].[Li+]>CO>[C:1]([O:5][C:6](=[O:18])[N:7]([CH2:8][CH2:9][NH2:10])[CH3:17])([CH3:4])([CH3:2])[CH3:3] |f:1.2|. Procedure: To a solution of methyl-[2-(2,2,2-trifluoro-acetylamino)-ethyl]-carbamic acid tert-butyl ester (1.04 g, 3.85 mmol) in methanol (60 mL) was added 1 M aqueous lithium hydroxide (34 mL, 34.00 mmol). The mixture was stirred at room temperature overnight. It was then concentrated and ethyl acetate (50 mL) was added. The precipitate was filtered off and the filtrate concentrated to give 120 mg (18%) of (2-amino-ethyl)-methyl-carbamic acid tert-butyl ester. 1H-NMR (250 MHz, CDCl3) δ 3.22 (t, J=6.5 Hz, ... The reactants are C(C=C)N(CC=C)CC1=NC(=NO1)C=1N=CN2C1[C@H]1N(C(C3=C2C=CC(=C3)F)=O)CCC1 ((S)-1-(5-diallylaminomethyl-1,2,4-oxadiazol-3-yl)-7-fluoro-11,1 2,13,13a-tetrahydro-9H-imidazo[1,5-a]pyrrolo[2,1-c][1,4]-benzodiazepin-9-one). The reagents and catalysts are [Pd] (palladium-charcoal). The solvent is C(C)(=O)OCC (ethyl acetate). Product: C(CC)N(CCC)CC1=NC(=NO1)C=1N=CN2C1[C@H]1N(C(C3=C2C=CC(=C3)F)=O)CCC1 ((S)-1-(5-dipropylaminomethyl-1,2,4-oxadiazol-3-yl)-7-fluoro-11,12,13, 13a-tetrahydro-9H-imidazo[1,5-a]pyrrolo[2,1-c][1,4]benzodiazepin-9-one). Isolated yield 82.9%. RXN SMILES: [CH2:1]([N:4]([CH2:8][C:9]1[O:13][N:12]=[C:11]([C:14]2[N:15]=[CH:16][N:17]3[C:23]4[CH:24]=[CH:25][C:26]([F:28])=[CH:27][C:22]=4[C:21](=[O:29])[N:20]4[CH2:30][CH2:31][CH2:32][C@H:19]4[C:18]=23)[N:10]=1)[CH2:5][CH:6]=[CH2:7])[CH:2]=[CH2:3]>C(OCC)(=O)C.[Pd]>[CH2:1]([N:4]([CH2:8][C:9]1[O:13][N:12]=[C:11]([C:14]2[N:15]=[CH:16][N:17]3[C:23]4[CH:24]=[CH:25][C:26]([F:28])=[CH:27][C:22]=4[C:21](=[O:29])[N:20]4[CH2:30][CH2:31][CH2:32][C@H:19]4[C:18]=23)[N:10]=1)[CH2:5][CH2:6][CH3:7])[CH2:2][CH3:3]. Procedure: 1.96 g (4.1 mmol) of (S)-1-(5-diallylaminomethyl-1,2,4-oxadiazol-3-yl)-7-fluoro-11,1 2,13,13a-tetrahydro-9H-imidazo[1,5-a]pyrrolo[2,1-c][1,4]-benzodiazepin-9-one were dissolved in 25 ml of ethyl acetate and hydrogenated at normal pressure and room temperature in the presence of 37 mg of 5% palladium-charcoal. The catalyst was separated and the solution was evaporated. By chromatography of the residue on silica gel while eluting with ethyl acetate there were obtained 1.49 g (83%) of (S)-1-(5-dipr...